Task: describe an organic reaction: reactants, conditions, products, and yield. Dataset: the Open Reaction Database (ORD), a public repository of structured organic reaction records The reactants are BrC1=CC(=C(C=C1)OC1=CC=CC=C1)[N+](=O)[O-] (4-bromo-2-nitro-1-phenoxybenzene), Cl[Sn]Cl (SnCl2). The product is BrC=1C=CC(=C(C1)N)OC1=CC=CC=C1 (5-bromo-2-phenoxybenzenamine). The yield is 99.3%. RXN SMILES: [Br:1][C:2]1[CH:7]=[CH:6][C:5]([O:8][C:9]2[CH:14]=[CH:13][CH:12]=[CH:11][CH:10]=2)=[C:4]([N+:15]([O-])=O)[CH:3]=1.Cl[Sn]Cl>>[Br:1][C:2]1[CH:7]=[CH:6][C:5]([O:8][C:9]2[CH:14]=[CH:13][CH:12]=[CH:11][CH:10]=2)=[C:4]([NH2:15])[CH:3]=1. Reported procedure: The product from Example 124a (6.6 g, 22.5 mmol) was reduced with SnCl2 following the procedure from Example 1f giving the title compound as a brown oil (5.9 g, 100%). The reactants are CC(C)(C)OC(=O)N1CCNCC1, C1=CC2=C(C=CC(=C2N=C1)OS(=O)(=O)C(F)(F)F)Cl. The reagents and catalysts are C(=O)([O-])[O-].[Cs+].[Cs+], C1=CC=C(C=C1)P(C2=CC=CC=C2)C3=C(C4=CC=CC=C4C=C3)C5=C(C=CC6=CC=CC=C65)P(C7=CC=CC=C7)C8=CC=CC=C8, CC(=O)O.CC(=O)O.[Pd]. Run in C1CCOC1. Run at temperature 75 celsius. The product is CC(C)(C)OC(=O)N1CCN(CC1)C2=C3C(=C(C=C2)Cl)C=CC=N3. Yield: 24.3%. Procedure: A mixture of 5-chloroquinolin-8-yl trifluoromethanesulfonate (1.8 g, 5.78 mmol), Cesium carbonate (2.63 g, 8.09 mmol), rac-2,2'-Bis(diphenylphosphino)-1,1'-binaphthyl (0.180 g, 0.29 mmol), tert- Butyl 1-piperazinecarboxylate (1.291 g, 6.93 mmol) and Palladium(II) acetate (0.065 g, 0.29 mmol) in THF (30 mL) under a nitrogen atmosphere was stirred at 75 °C for 6h. The solution was cooled to rt and diluted with ether. The mixtture was filtered through celite and the solvent was evaporated under red... Reactants: CC(C)c1c(C(=O)NCc2ccc(F)c(F)c2)c2ccc(C(=O)O)cc2n1Cc1ccccc1, CCOC(C)=O, CCN(C(C)C)C(C)C, CCC(N)CO, CN(C)C=O. Yields the product CCC(CO)NC(=O)c1ccc2c(C(=O)NCc3ccc(F)c(F)c3)c(C(C)C)n(Cc3ccccc3)c2c1. RXN SMILES: [CH2:1]([c:2]1[cH:3][cH:4][cH:5][cH:6][cH:7]1)[n:8]1[c:9]([CH:32]([CH3:33])[CH3:34])[c:10]([C:20]([NH:21][CH2:22][c:23]2[cH:24][c:25]([F:30])[c:26]([F:29])[cH:27][cH:28]2)=[O:31])[c:11]2[cH:12][cH:13][c:14]([C:17](=[O:18])[OH:19])[cH:15][c:16]12.[CH3:55][CH2:56][O:57][C:58]([CH3:59])=[O:60].[CH:35]([N:36]([CH2:37][CH3:38])[CH:39]([CH3:40])[CH3:41])([CH3:42])[CH3:43].[NH2:44][CH:45]([CH2:46][OH:47])[CH2:48][CH3:49].[O:50]=[CH:51][N:52]([CH3:53])[CH3:54]>>[CH2:1]([c:2]1[cH:3][cH:4][cH:5][cH:6][cH:7]1)[n:8]1[c:9]([CH:32]([CH3:33])[CH3:34])[c:10]([C:20]([NH:21][CH2:22][c:23]2[cH:24][c:25]([F:30])[c:26]([F:29])[cH:27][cH:28]2)=[O:31])[c:11]2[cH:12][cH:13][c:14]([C:17](=[O:19])[NH:44][CH:45]([CH2:46][OH:47])[CH2:48][CH3:49])[cH:15][c:16]12. Reactants: CC(C)(C)On1c(=O)c2cc(F)c(N3CCCC3)c(F)c2n(C2CC2)c1=O, O=C(O)C(F)(F)F. Yields the product O=c1c2cc(F)c(N3CCCC3)c(F)c2n(C2CC2)c(=O)n1O. RXN SMILES: [C:1]([CH3:2])([CH3:3])([CH3:4])[O:5][n:6]1[c:7](=[O:27])[n:8]([CH:24]2[CH2:25][CH2:26]2)[c:9]2[c:10]([F:23])[c:11]([N:18]3[CH2:19][CH2:20][CH2:21][CH2:22]3)[c:12]([F:17])[cH:13][c:14]2[c:15]1=[O:16].[F:28][C:29]([F:30])([F:31])[C:32]([OH:33])=[O:34]>>[OH:5][n:6]1[c:7](=[O:27])[n:8]([CH:24]2[CH2:25][CH2:26]2)[c:9]2[c:10]([F:23])[c:11]([N:18]3[CH2:19][CH2:20][CH2:21][CH2:22]3)[c:12]([F:17])[cH:13][c:14]2[c:15]1=[O:16]. Starting materials: CC(C)(C)OC(=O)N1CCC(=CCO)C(C)(C)C1, CCCCCC. The product is CC(C)(C)OC(=O)N1CCC(=CC=O)C(C)(C)C1. Reaction SMILES: [C:1]([CH3:2])([CH3:3])([CH3:4])[O:5][C:6](=[O:7])[N:8]1[CH2:9][C:10]([CH3:17])([CH3:18])[C:11](=[CH:14][CH2:15][OH:16])[CH2:12][CH2:13]1.[CH3:19][CH2:20][CH2:21][CH2:22][CH2:23][CH3:24]>>[C:1]([CH3:2])([CH3:3])([CH3:4])[O:5][C:6](=[O:7])[N:8]1[CH2:9][C:10]([CH3:17])([CH3:18])[C:11](=[CH:14][CH:15]=[O:16])[CH2:12][CH2:13]1. RXN SMILES: [Br-:24].[CH2:34]1[O:35][CH2:36][CH2:37][CH2:38]1.[CH2:39]([Cl:40])[Cl:41].[F:1][C:2]([CH2:3][n:4]1[n:5][cH:6][c:7](-[c:12]2[cH:13][cH:14][c:15]([S:18](=[O:19])(=[O:20])[CH3:21])[cH:16][cH:17]2)[c:8]([Cl:11])[c:9]1=[O:10])([F:22])[F:23].[F:25][c:26]1[cH:27][c:28]([CH2:29][Mg+:30])[cH:31][cH:32][cH:33]1>>[F:1][C:2]([CH2:3][n:4]1[n:5][cH:6][c:7](-[c:12]2[cH:13][cH:14][c:15]([S:18](=[O:19])(=[O:20])[CH3:21])[cH:16][cH:17]2)[c:8]([CH2:29][c:28]2[cH:27][c:26]([F:25])[cH:33][cH:32][cH:31]2)[c:9]1=[O:10])([F:22])[F:23]. The reactants are [Br-], C1CCOC1, ClCCl, CS(=O)(=O)c1ccc(-c2cnn(CC(F)(F)F)c(=O)c2Cl)cc1, Fc1cccc(C[Mg+])c1. Product: CS(=O)(=O)c1ccc(-c2cnn(CC(F)(F)F)c(=O)c2Cc2cccc(F)c2)cc1. Reactants: CN(C)C=O, Cl, O=[N+]([O-])c1ccc(F)cc1, [Na+], [Na+], O=C([O-])[O-], O, c1c[nH]cn1. Product: O=[N+]([O-])c1ccc(-n2ccnc2)cc1. As a reaction SMILES: [CH3:23][N:24]([CH3:25])[CH:26]=[O:27].[ClH:22].[F:1][c:2]1[cH:3][cH:4][c:5]([N+:8](=[O:9])[O-:10])[cH:6][cH:7]1.[Na+:16].[Na+:17].[O-:18][C:19](=[O:20])[O-:21].[OH2:28].[nH:11]1[cH:12][n:13][cH:14][cH:15]1>>[c:2]1(-[n:11]2[cH:12][n:13][cH:14][cH:15]2)[cH:3][cH:4][c:5]([N+:8](=[O:9])[O-:10])[cH:6][cH:7]1. The reactants are CN, CCOC(C)=O, CCO, CC(C)(C(=O)Nc1cccc(C(F)(F)F)c1)N1COC(CBr)=C(c2ccccc2)C1=O. The product is CNCC1=C(c2ccccc2)C(=O)N(C(C)(C)C(=O)Nc2cccc(C(F)(F)F)c2)CO1. As a reaction SMILES: [CH3:1][NH2:2].[CH3:34][CH2:35][O:36][C:37](=[O:38])[CH3:39].[CH3:40][CH2:41][OH:42].[F:3][C:4]([c:5]1[cH:6][c:7]([NH:11][C:12]([C:13]([CH3:14])([CH3:15])[N:16]2[CH2:17][O:18][C:19]([CH2:29][Br:30])=[C:20]([c:23]3[cH:24][cH:25][cH:26][cH:27][cH:28]3)[C:21]2=[O:22])=[O:31])[cH:8][cH:9][cH:10]1)([F:32])[F:33]>>[CH3:1][NH:2][CH2:29][C:19]1=[C:20]([c:23]2[cH:24][cH:25][cH:26][cH:27][cH:28]2)[C:21](=[O:22])[N:16]([C:13]([C:12]([NH:11][c:7]2[cH:6][c:5]([C:4]([F:3])([F:32])[F:33])[cH:10][cH:9][cH:8]2)=[O:31])([CH3:14])[CH3:15])[CH2:17][O:18]1. Reactants: CCN(CC)c1ccccc1, CN(C)N, Cc1ccccc1, Cl, Cl, O=C1OC(=O)c2ccccc21. Product: CN(C)N1C(=O)c2ccccc2C1=O. RXN SMILES: [CH2:18]([N:19]([CH2:20][CH3:21])[c:22]1[cH:23][cH:24][cH:25][cH:26][cH:27]1)[CH3:28].[CH3:14][N:15]([NH2:16])[CH3:17].[CH3:29][c:30]1[cH:31][cH:32][cH:33][cH:34][cH:35]1.[ClH:12].[ClH:13].[O:1]=[C:2]1[O:3][C:4](=[O:5])[c:6]2[cH:7][cH:8][cH:9][cH:10][c:11]21>>[O:1]=[C:2]1[c:11]2[c:6]([cH:7][cH:8][cH:9][cH:10]2)[C:4](=[O:3])[N:16]1[N:15]([CH3:14])[CH3:17]. The reactants are COCOc1cc(CO)cc(OCOC)c1, CCOC(C)=O, O=C1CCC(=O)N1Br, CN(C)C=O. Yields the product COCOc1cc(CO)c(Br)c(OCOC)c1. RXN SMILES: [CH3:1][O:2][CH2:3][O:4][c:5]1[cH:6][c:7]([CH2:15][OH:16])[cH:8][c:9]([O:11][CH2:12][O:13][CH3:14])[cH:10]1.[CH3:30][CH2:31][O:32][C:33](=[O:34])[CH3:35].[O:17]=[C:18]1[N:19]([Br:24])[C:20](=[O:21])[CH2:22][CH2:23]1.[O:25]=[CH:26][N:27]([CH3:28])[CH3:29]>>[CH3:1][O:2][CH2:3][O:4][c:5]1[c:6]([Br:24])[c:7]([CH2:15][OH:16])[cH:8][c:9]([O:11][CH2:12][O:13][CH3:14])[cH:10]1.